Dataset: the Open Reaction Database (ORD), a public repository of structured organic reaction records. Task: describe an organic reaction: reactants, conditions, products, and yield Product: CC1(Cl)CSC2C(N)C(=O)N2C1C(=O)OCc1ccc([N+](=O)[O-])cc1, Cc1ccc(S(=O)(=O)O)cc1. Reaction SMILES: [CH3:48][OH:49].[Cl:1][C:2]1([CH3:35])[CH2:3][S:4][CH:5]2[N:6]([CH:7]1[C:8](=[O:9])[O:10][CH2:11][c:12]1[cH:13][cH:14][c:15]([N+:18](=[O:19])[O-:20])[cH:16][cH:17]1)[C:21](=[O:34])[CH:22]2[NH:23][C:24](=[O:25])[CH2:26][O:27][c:28]1[cH:29][cH:30][cH:31][cH:32][cH:33]1.[OH2:36].[c:37]1([CH3:47])[cH:38][cH:39][c:40]([S:43](=[O:44])(=[O:45])[OH:46])[cH:41][cH:42]1>>[Cl:1][C:2]1([CH3:35])[CH2:3][S:4][CH:5]2[N:6]([CH:7]1[C:8](=[O:9])[O:10][CH2:11][c:12]1[cH:13][cH:14][c:15]([N+:18](=[O:19])[O-:20])[cH:16][cH:17]1)[C:21](=[O:34])[CH:22]2[NH2:23].[c:37]1([CH3:47])[cH:38][cH:39][c:40]([S:43](=[O:44])(=[O:45])[OH:46])[cH:41][cH:42]1. Starting materials: CO, CC1(Cl)CSC2C(NC(=O)COc3ccccc3)C(=O)N2C1C(=O)OCc1ccc([N+](=O)[O-])cc1, O, Cc1ccc(S(=O)(=O)O)cc1. The reactants are O=C([O-])[O-], CN1CCOc2cc(F)c(F)cc2C1=O, [K+], [K+], O, COCC(C)Oc1cc(O)cc(C(=O)Nc2ccn(C)n2)c1. Product: COCC(C)Oc1cc(Oc2cc3c(cc2F)C(=O)N(C)CCO3)cc(C(=O)Nc2ccn(C)n2)c1. Reaction SMILES: [C:38](=[O:39])([O-:40])[O-:41].[F:1][c:2]1[c:3]([F:15])[cH:4][c:5]2[c:6]([cH:14]1)[C:7](=[O:13])[N:8]([CH3:12])[CH2:9][CH2:10][O:11]2.[K+:42].[K+:43].[OH2:44].[OH:16][c:17]1[cH:18][c:19]([C:20](=[O:21])[NH:22][c:23]2[n:24][n:25]([CH3:28])[cH:26][cH:27]2)[cH:29][c:30]([O:32][CH:33]([CH2:34][O:35][CH3:36])[CH3:37])[cH:31]1>>[F:1][c:2]1[c:3]([O:16][c:17]2[cH:18][c:19]([C:20](=[O:21])[NH:22][c:23]3[n:24][n:25]([CH3:28])[cH:26][cH:27]3)[cH:29][c:30]([O:32][CH:33]([CH2:34][O:35][CH3:36])[CH3:37])[cH:31]2)[cH:4][c:5]2[c:6]([cH:14]1)[C:7](=[O:13])[N:8]([CH3:12])[CH2:9][CH2:10][O:11]2. The reactants are CCOC(C)=O, CCN(C(C)C)C(C)C, NS(=O)(=O)c1ccc(F)c([N+](=O)[O-])c1, NC1CCC2(CC1)OCCO2, C1CCOC1. Product: NS(=O)(=O)c1ccc(NC2CCC3(CC2)OCCO3)c([N+](=O)[O-])c1. Reaction SMILES: [CH3:40][CH2:41][O:42][C:43](=[O:44])[CH3:45].[CH:26]([N:27]([CH:28]([CH3:29])[CH3:30])[CH2:31][CH3:32])([CH3:33])[CH3:34].[F:1][c:2]1[c:3]([N+:12](=[O:13])[O-:14])[cH:4][c:5]([S:8](=[O:9])(=[O:10])[NH2:11])[cH:6][cH:7]1.[O:15]1[CH2:16][CH2:17][O:18][C:19]12[CH2:20][CH2:21][CH:22]([NH2:25])[CH2:23][CH2:24]2.[O:35]1[CH2:36][CH2:37][CH2:38][CH2:39]1>>[c:2]1([NH:25][CH:22]2[CH2:21][CH2:20][C:19]3([O:15][CH2:16][CH2:17][O:18]3)[CH2:24][CH2:23]2)[c:3]([N+:12](=[O:13])[O-:14])[cH:4][c:5]([S:8](=[O:9])(=[O:10])[NH2:11])[cH:6][cH:7]1. Starting materials: C(#N)C=1C=CC2=C(C(CC(O2)(C)C)NCCNCC2=CC=CC=C2)C1 (N-(6-cyano-2,2-dimethyl-3,4-dihydro-2H-1-benzopyran-4-yl)-N'-benzylethylenediamine), ClC(=O)OC1=CC=C(C=C1)[N+](=O)[O-] (4-nitrophenyl chloroformate), N1=CC=CC=C1 (pyridine). Run in C(Cl)Cl (methylene chloride), C(Cl)Cl (methylene chloride). Reaction conditions: time 24 hour. Product: CC1(OC2=C(C(C1)N1C(N(CC1)CC1=CC=CC=C1)=O)C=C(C=C2)C#N)C (3,4-Dihydro-2,2-dimethyl-4-[2-oxo-3-(phenylmethyl)-1-imidazolidinyl]-2H-1-benzopyran-6-carbonitrile). Reaction SMILES: [C:1]([C:3]1[CH:4]=[CH:5][C:6]2[O:11][C:10]([CH3:13])([CH3:12])[CH2:9][CH:8]([NH:14][CH2:15][CH2:16][NH:17][CH2:18][C:19]3[CH:24]=[CH:23][CH:22]=[CH:21][CH:20]=3)[C:7]=2[CH:25]=1)#[N:2].Cl[C:27](OC1C=CC([N+]([O-])=O)=CC=1)=[O:28].N1C=CC=CC=1>C(Cl)Cl>[CH3:12][C:10]1([CH3:13])[CH2:9][CH:8]([N:14]2[CH2:15][CH2:16][N:17]([CH2:18][C:19]3[CH:20]=[CH:21][CH:22]=[CH:23][CH:24]=3)[C:27]2=[O:28])[C:7]2[CH:25]=[C:3]([C:1]#[N:2])[CH:4]=[CH:5][C:6]=2[O:11]1. Procedure details: To a solution of N-(6-cyano-2,2-dimethyl-3,4-dihydro-2H-1-benzopyran-4-yl)-N'-benzylethylenediamine (0.91 g, 2.71 mmole, from Example 22, part A) and 4-nitrophenyl chloroformate (0.57 g, 2.85 mmole) in methylene chloride (22.5 ml) cooled to 0° C. was added pyridine (0.27 g, 3.39 mmole ). The reaction mixture was stirred at room temperature for 24 hours, diluted with methylene chloride and washed with 5% aqueous HCl solution, 2N NaOH solution and saturated NaCl solution. The extract was dried ove... Starting materials: FC1=CC=C(CN2C=CC=3C2=CN=C(C3C#CCO)C(=O)OCC)C=C1 (ethyl 1-(4-fluorobenzyl)-4-(3-hydroxyprop-1-yn-1-yl)-1H-pyrrolo[2,3-c]pyridine-5-carboxylate). Reagents/catalysts: [Pd] (palladium). The solvent is CO (MeOH). Conditions: time 4 hour. Product: FC1=CC=C(CN2C=CC=3C2=CN=C(C3CCCO)C(=O)OCC)C=C1 (Ethyl 1-(4-fluorobenzyl)-4-(3-hydroxypropyl)-1H-pyrrolo[2,3-c]pyridine-5-carboxylate). Isolated yield 87.8%. Reaction SMILES: [F:1][C:2]1[CH:26]=[CH:25][C:5]([CH2:6][N:7]2[C:11]3=[CH:12][N:13]=[C:14]([C:20]([O:22][CH2:23][CH3:24])=[O:21])[C:15]([C:16]#[C:17][CH2:18][OH:19])=[C:10]3[CH:9]=[CH:8]2)=[CH:4][CH:3]=1>CO.[Pd]>[F:1][C:2]1[CH:3]=[CH:4][C:5]([CH2:6][N:7]2[C:11]3=[CH:12][N:13]=[C:14]([C:20]([O:22][CH2:23][CH3:24])=[O:21])[C:15]([CH2:16][CH2:17][CH2:18][OH:19])=[C:10]3[CH:9]=[CH:8]2)=[CH:25][CH:26]=1. Procedure details: To a solution of ethyl 1-(4-fluorobenzyl)-4-(3-hydroxyprop-1-yn-1-yl)-1H-pyrrolo[2,3-c]pyridine-5-carboxylate (0.46 g, 1.31 mmol) in MeOH (6 mL) was added palladium, (10 wt. % on activated carbon, 15 mg, 0.014 mmol). The resulting mixture was shaken in a Parr apparatus for 4 h at room temperature under H2 at 60 psi. The mixture was filtered and concentrated to afford the title product as yellow oil (0.41 g, 88% yield). LC-MS (APCl, M+H+): 357.2. HPLC: 96% purity. Starting materials: COC(=O)C=1OC=CC1 (2-(methoxycarbonyl)furan), C(C=C)(=O)OC (methyl acrylate), COC(=O)C=1OC=CC1 (2-(methoxycarbonyl)furan). The product is COC(=O)C1=CC=C(O1)C=CC(=O)OC (methyl β-(5-methoxycarbonyl-2-furyl)acrylate). Isolated yield 28.0%. RXN SMILES: [CH3:1][O:2][C:3]([C:5]1[O:6][CH:7]=[CH:8][CH:9]=1)=[O:4].[C:10]([O:14][CH3:15])(=[O:13])[CH:11]=[CH2:12]>>[CH3:1][O:2][C:3]([C:5]1[O:6][C:7]([CH:12]=[CH:11][C:10]([O:14][CH3:15])=[O:13])=[CH:8][CH:9]=1)=[O:4]. Reported procedure: The reaction was carried out in the same manner as described in Example 21 except that 25 ml of 2-(methoxycarbonyl)furan and 0.939 g of methyl acrylate were used. Unreacted 2-(methoxycarbonyl)furan was removed from the obtained reaction solution by distillation under reduced pressure. Recrystallization of the solid residue gave 0.65 g of methyl β-(5-methoxycarbonyl-2-furyl)acrylate (4) (the yield was 28%). The reactants are COC=O, COC(=O)Cc1c(F)cccc1Cl, [H-], [Na+], [Na+], [Na+], O=C([O-])[O-], CN(C)C=O. The product is COC(=O)C(=CO)c1c(F)cccc1Cl. RXN SMILES: [CH:14](=[O:15])[O:16][CH3:17].[Cl:1][c:2]1[c:3]([CH2:9][C:10](=[O:11])[O:12][CH3:13])[c:4]([F:8])[cH:5][cH:6][cH:7]1.[H-:18].[Na+:19].[Na+:20].[Na+:21].[O-:22][C:23](=[O:24])[O-:25].[O:26]=[CH:27][N:28]([CH3:29])[CH3:30]>>[Cl:1][c:2]1[c:3]([C:9]([C:10](=[O:11])[O:12][CH3:13])=[CH:14][OH:15])[c:4]([F:8])[cH:5][cH:6][cH:7]1.